The task is: describe an organic reaction: reactants, conditions, products, and yield. This data is from the Open Reaction Database (ORD), a public repository of structured organic reaction records. Starting materials: C(C)OC(=O)C=1C(=CC(=NC1C)C(=O)O)C1=CC(=CC=C1)[N+](=O)[O-] (5-ethoxycarbonyl-6-methyl-4-(3-nitrophenyl)-2--pyridinecarboxylic acid), O1CCN(CC1)CCN (2-morpholinoethylamine), Cl (hydrogen chloride). Solvent: C(C)O (ethanol). Yields the product Cl.Cl.CC1=NC(=CC(=C1C(=O)OCC)C1=CC(=CC=C1)[N+](=O)[O-])C(NCCN1CCOCC1)=O (ethyl 2-methyl-6-(2-morpholinoethylcarbamoyl)-4-(3-nitrophenyl)-3-pyridinecarboxylate dihydrochloride). As a reaction SMILES: [CH2:1]([O:3][C:4]([C:6]1[C:7]([C:16]2[CH:21]=[CH:20][CH:19]=[C:18]([N+:22]([O-:24])=[O:23])[CH:17]=2)=[CH:8][C:9]([C:13]([OH:15])=O)=[N:10][C:11]=1[CH3:12])=[O:5])[CH3:2].[O:25]1[CH2:30][CH2:29][N:28]([CH2:31][CH2:32][NH2:33])[CH2:27][CH2:26]1.[ClH:34]>C(O)C>[ClH:34].[ClH:34].[CH3:12][C:11]1[C:6]([C:4]([O:3][CH2:1][CH3:2])=[O:5])=[C:7]([C:16]2[CH:21]=[CH:20][CH:19]=[C:18]([N+:22]([O-:24])=[O:23])[CH:17]=2)[CH:8]=[C:9]([C:13](=[O:15])[NH:33][CH2:32][CH2:31][N:28]2[CH2:29][CH2:30][O:25][CH2:26][CH2:27]2)[N:10]=1 |f:4.5.6|. Procedure: Ethyl 2-methyl-6-(2-morpholinoethylcarbamoyl)-4-(3-nitrophenyl)-3-pyridinecarboxylate, which was obtained according to a similar manner to that of Example 11 from 5-ethoxycarbonyl-6-methyl-4-(3-nitrophenyl)-2--pyridinecarboxylic acid (1.3 g) and 2-morpholinoethylamine (1.28 g), was treated with a solution of hydrogen chloride in ethanol to give ethyl 2-methyl-6-(2-morpholinoethylcarbamoyl)-4-(3-nitrophenyl)-3-pyridinecarboxylate dihydrochloride (1.2 g).